The task is: describe an organic reaction: reactants, conditions, products, and yield. This data is from the Open Reaction Database (ORD), a public repository of structured organic reaction records. The reactants are O=C([O-])O, CCS(=O)(=O)C(C)(C)c1cc(N2CCOCC2C)nc(-c2ccc(N)cc2)n1, O=C(Cl)Oc1ccccc1, [Na+], C1COCCO1. Product: CCS(=O)(=O)C(C)(C)c1cc(N2CCOCC2C)nc(-c2ccc(NC(=O)Oc3ccccc3)cc2)n1. RXN SMILES: [C:39](=[O:40])([OH:41])[O-:42].[CH2:11]([CH3:12])[S:13](=[O:14])(=[O:15])[C:16]([CH3:17])([CH3:18])[c:19]1[n:20][c:21](-[c:32]2[cH:33][cH:34][c:35]([NH2:36])[cH:37][cH:38]2)[n:22][c:23]([N:25]2[CH:26]([CH3:31])[CH2:27][O:28][CH2:29][CH2:30]2)[cH:24]1.[Cl:1][C:2](=[O:3])[O:4][c:5]1[cH:6][cH:7][cH:8][cH:9][cH:10]1.[Na+:43].[O:44]1[CH2:45][CH2:46][O:47][CH2:48][CH2:49]1>>[C:2](=[O:3])([O:4][c:5]1[cH:6][cH:7][cH:8][cH:9][cH:10]1)[NH:36][c:35]1[cH:34][cH:33][c:32](-[c:21]2[n:20][c:19]([C:16]([S:13]([CH2:11][CH3:12])(=[O:14])=[O:15])([CH3:17])[CH3:18])[cH:24][c:23]([N:25]3[CH:26]([CH3:31])[CH2:27][O:28][CH2:29][CH2:30]3)[n:22]2)[cH:38][cH:37]1. Reactants: CCCC[Sn](CCCC)(CCCC)c1ccc(C(=O)OC)cc1, CC(=O)O, CCO, [K+], [OH-], O. Product: CCCC[Sn](CCCC)(CCCC)c1ccc(C(=O)O)cc1. Reaction SMILES: [CH2:1]([CH2:2][CH2:3][CH3:4])[Sn:5]([c:6]1[cH:7][cH:8][c:9]([C:10](=[O:11])[O:12][CH3:13])[cH:14][cH:15]1)([CH2:16][CH2:17][CH2:18][CH3:19])[CH2:20][CH2:21][CH2:22][CH3:23].[CH3:26][C:27](=[O:28])[OH:29].[CH3:31][CH2:32][OH:33].[K+:25].[OH-:24].[OH2:30]>>[CH2:1]([CH2:2][CH2:3][CH3:4])[Sn:5]([c:6]1[cH:7][cH:8][c:9]([C:10](=[O:11])[OH:12])[cH:14][cH:15]1)([CH2:16][CH2:17][CH2:18][CH3:19])[CH2:20][CH2:21][CH2:22][CH3:23]. Starting materials: aqueous solution, [OH-].[Na+] (sodium hydroxide), [I-].[K+] (potassium iodide), C1(=CC=CC=C1)CC(C(=O)O)=O (phenylpyruvic acid), Cl (hydrochloric acid), aqueous solution, [OH-].[Na+] (sodium hydroxide), ClC1=CC=C(CCl)C=C1 (p-chlorobenzyl chloride). The reagents and catalysts are [Cl-].C(C)[N+](CC1=CC=CC=C1)(CC)CC (triethylbenzylammonium chloride). Solvent: O1CCCC1 (tetrahydrofuran). Reaction conditions: time 36 hour. Yields the product O=C(C(=O)[O-])C(CC1=CC=C(C=C1)Cl)C1=CC=CC=C1.[Na+] (sodium 2-oxo-3-phenyl-4-(p-chlorophenyl)butanoate), solid. Isolated yield 37.0%. As a reaction SMILES: [OH-].[Na+:2].[I-].[K+].[C:5]1([CH2:11][C:12](=[O:16])[C:13]([OH:15])=[O:14])[CH:10]=[CH:9][CH:8]=[CH:7][CH:6]=1.[Cl:17][C:18]1[CH:25]=[CH:24][C:21]([CH2:22]Cl)=[CH:20][CH:19]=1.Cl>[Cl-].C([N+](CC)(CC)CC1C=CC=CC=1)C.O1CCCC1>[O:16]=[C:12]([CH:11]([C:5]1[CH:10]=[CH:9][CH:8]=[CH:7][CH:6]=1)[CH2:22][C:21]1[CH:24]=[CH:25][C:18]([Cl:17])=[CH:19][CH:20]=1)[C:13]([O-:15])=[O:14].[Na+:2] |f:0.1,2.3,7.8,10.11|. Procedure details: A 3N aqueous solution (4 ml) of sodium hydroxide, 10 ml of tetrahydrofuran, 100 mg of potassium iodide and 100 mg of triethylbenzylammonium chloride were added to 0.83 g (5.0 mmoles) of phenylpyruvic acid to form a solution. Then, 0.8 ml of p-chlorobenzyl chloride was added, and the mixture was stirred at room temperature for 36 hours. The reaction mixture was acidified with 1N hydrochloric acid and extracted with 100 ml of ether. The ether layer was dried over magnesium sulfate and concentrated... Starting materials: C(C)(=O)C=1C(OC(=C(C1O)C(C)=O)O)=O (3,5-diacetyl-4,6-dihydroxy-2H-pyran-2-one), OC1=CC=C(N)C=C1 (p-hydroxyaniline). Solvent: CO (methanol). Yields the product C(C)(=O)C1=C(C(C(OC1=O)=O)=C(C)NC1=CC=C(C=C1)O)O (5-acetyl-4-hydroxy-3-[1-(p-hydroxyphenylamino)ethylidene]-2H-pyran-2,6(3H)-dione). RXN SMILES: [C:1]([C:4]1[C:5](=[O:15])[O:6][C:7]([OH:14])=[C:8]([C:11](=[O:13])[CH3:12])[C:9]=1[OH:10])(=O)[CH3:2].[OH:16][C:17]1[CH:23]=[CH:22][C:20]([NH2:21])=[CH:19][CH:18]=1>CO>[C:11]([C:8]1[C:7](=[O:14])[O:6][C:5](=[O:15])[C:4](=[C:1]([NH:21][C:20]2[CH:22]=[CH:23][C:17]([OH:16])=[CH:18][CH:19]=2)[CH3:2])[C:9]=1[OH:10])(=[O:13])[CH3:12]. Procedure details: To a boiling solution of 4.24 g. (0.02 m.) of 3,5-diacetyl-4,6-dihydroxy-2H-pyran-2-one in 200 ml. of methanol is added 2.18 g. (0.02 m.) of p-hydroxyaniline. The resulting mixture is refluxed overnight and filtered to yield 5-acetyl-4-hydroxy-3-[1-(p-hydroxyphenylamino)ethylidene]-2H-pyran-2,6(3H)-dione, m.p. 223°-225° C. Both the mono-and di-sodium salts are prepared upon treatment of the dione with sodium methoxide in methanol. Reactants: CCO, Cl, CSC(=S)N1CCN(Cc2ccccc2[N+](=O)[O-])CC1. The product is CSC(=S)N1CCN(Cc2ccccc2N)CC1. As a reaction SMILES: [CH3:22][CH2:23][OH:24].[ClH:1].[N+:2]([O-:3])(=[O:4])[c:5]1[c:6]([CH2:7][N:8]2[CH2:9][CH2:10][N:11]([C:14](=[S:15])[S:16][CH3:17])[CH2:12][CH2:13]2)[cH:18][cH:19][cH:20][cH:21]1>>[NH2:2][c:5]1[c:6]([CH2:7][N:8]2[CH2:9][CH2:10][N:11]([C:14](=[S:15])[S:16][CH3:17])[CH2:12][CH2:13]2)[cH:18][cH:19][cH:20][cH:21]1. The reactants are CN1CCC2(COC3=C2C=C(C=C3)[N+](=O)[O-])CCC1=O (1,2,3,5,6,7-hexahydro-1-methyl-5'-nitro-7-oxospiro[4H-azepine-4,3'(2H)-benzofuran]). Solvent: C(C)(=O)O (acetic acid). Yields the product NC=1C=CC2=C(C3(CO2)CCN(C(CC3)=O)C)C1 (5'-Amino-1,2,3,5,6,7-hexahydro-1-methyl-7-oxospiro[4H-azepine-4,3'(2H)-benzofuran]). The yield is 30.9%. Reaction SMILES: [CH3:1][N:2]1[C:19](=[O:20])[CH2:18][CH2:17][C:5]2([C:9]3[CH:10]=[C:11]([N+:14]([O-])=O)[CH:12]=[CH:13][C:8]=3[O:7][CH2:6]2)[CH2:4][CH2:3]1>C(O)(=O)C>[NH2:14][C:11]1[CH:12]=[CH:13][C:8]2[O:7][CH2:6][C:5]3([CH2:17][CH2:18][C:19](=[O:20])[N:2]([CH3:1])[CH2:3][CH2:4]3)[C:9]=2[CH:10]=1. Reported procedure: This material was prepared from 1,2,3,5,6,7-hexahydro-1-methyl-5'-nitro-7-oxospiro[4H-azepine-4,3'(2H)-benzofuran] (D27, 0.68 g, 2.5 mmol) following the procedure of DESCRIPTION 6, but using acetic acid as solvent. This gave the title compound (0.19 g, 31%) as a white solid.